Dataset: the Open Reaction Database (ORD), a public repository of structured organic reaction records. Task: describe an organic reaction: reactants, conditions, products, and yield The reactants are COc1ccc(C(=O)O)cc1C(F)(F)F, Cl, O=C(O)CC(O)(CC(=O)O)C(=O)O, c1cc[nH+]cc1. Product: O=C(O)c1ccc(O)c(C(F)(F)F)c1. RXN SMILES: [CH3:1][O:2][c:3]1[c:4]([C:12]([F:13])([F:14])[F:15])[cH:5][c:6]([C:7](=[O:8])[OH:9])[cH:10][cH:11]1.[ClH:16].[OH:23][C:24]([CH2:25][C:26]([C:27](=[O:28])[OH:29])([CH2:30][C:31](=[O:32])[OH:33])[OH:34])=[O:35].[nH+:17]1[cH:18][cH:19][cH:20][cH:21][cH:22]1>>[OH:2][c:3]1[c:4]([C:12]([F:13])([F:14])[F:15])[cH:5][c:6]([C:7](=[O:8])[OH:9])[cH:10][cH:11]1. Reactants: ClC=1C(=C(C(=O)C(C(=O)OCC)=CNC2CC2)C=C(C1F)F)F (ethyl 2-(3-chloro-2,4,5-trifluorobenzoyl)-3-cyclopropylaminoacrylate), CC(C)([O-])C.[K+] (potassium t-butoxide). Run in C(C)(C)(C)O (t-butanol), C(C)(C)(C)O (t-butanol). Conditions: temperature 6 celsius, time 8 hour. Yields the product ClC=1C(=C(C=C2C(C(=CN(C12)C1CC1)C(=O)OCC)=O)F)F (Ethyl 8-chloro-1-cyclopropyl-6,7-difluoro-1,4-dihydro-4-oxo-3-quinolinecarboxylate). RXN SMILES: [Cl:1][C:2]1[C:3](F)=[C:4]([CH:18]=[C:19]([F:22])[C:20]=1[F:21])[C:5]([C:7](=[CH:13][NH:14][CH:15]1[CH2:17][CH2:16]1)[C:8]([O:10][CH2:11][CH3:12])=[O:9])=[O:6].CC(C)([O-])C.[K+]>C(O)(C)(C)C>[Cl:1][C:2]1[C:20]([F:21])=[C:19]([F:22])[CH:18]=[C:4]2[C:3]=1[N:14]([CH:15]1[CH2:17][CH2:16]1)[CH:13]=[C:7]([C:8]([O:10][CH2:11][CH3:12])=[O:9])[C:5]2=[O:6] |f:1.2|. Procedure details: To a solution of ethyl 2-(3-chloro-2,4,5-trifluorobenzoyl)-3-cyclopropylaminoacrylate in 40 ml of dry t-butanol is added a slurry of 1.20 g (10.7 mmol) of potassium t-butoxide in 20 ml of dry t-butanol. The reaction mixture is stirred at 6° C. for eight hours, then cooled to room temperature and concentrated. The residue is dissolved in chloroform, washed with water, dried over magnesium sulfate, filtered, and concentrated to give a pale brown solid. The crude product is purified by silica gel c... The reactants are B(Br)(Br)Br (boron tribromide), ClC1=C(C=C2C=C(N(C2=C1)CC)C(NC(C(F)(F)F)C1=CC(=CC=C1)C(F)(F)F)=O)C(=O)OCC (Ethyl 6-chloro-1-ethyl-2-({2,2,2-trifluoro-1-[3-(trifluoromethyl)phenyl]ethyl}carbamoyl)-1H-indole-5-carboxylate), O (Water). The solvent is ClCCl (dichloromethane), ClCCl (dichloromethane). Conditions: temperature -10 celsius, time 1 hour. Yields the product ClC1=C(C=C2C=C(N(C2=C1)CC)C(NC(C(F)(F)F)C1=CC(=CC=C1)C(F)(F)F)=O)C(=O)O (6-chloro-1-ethyl-2-({2,2,2-trifluoro-1-[3-(trifluoromethyl)phenyl]ethyl}carbamoyl)-1H-indole-5-carboxylic acid). The yield is 82.2%. Reaction SMILES: [Cl:1][C:2]1[CH:10]=[C:9]2[C:5]([CH:6]=[C:7]([C:13](=[O:30])[NH:14][CH:15]([C:20]3[CH:25]=[CH:24][CH:23]=[C:22]([C:26]([F:29])([F:28])[F:27])[CH:21]=3)[C:16]([F:19])([F:18])[F:17])[N:8]2[CH2:11][CH3:12])=[CH:4][C:3]=1[C:31]([O:33]CC)=[O:32].B(Br)(Br)Br.O>ClCCl>[Cl:1][C:2]1[CH:10]=[C:9]2[C:5]([CH:6]=[C:7]([C:13](=[O:30])[NH:14][CH:15]([C:20]3[CH:25]=[CH:24][CH:23]=[C:22]([C:26]([F:29])([F:28])[F:27])[CH:21]=3)[C:16]([F:17])([F:18])[F:19])[N:8]2[CH2:11][CH3:12])=[CH:4][C:3]=1[C:31]([OH:33])=[O:32]. Reported procedure: Ethyl 6-chloro-1-ethyl-2-({2,2,2-trifluoro-1-[3-(trifluoromethyl)phenyl]ethyl}carbamoyl)-1H-indole-5-carboxylate (0.10 g, 0.19 mmol) was dissolved in 5 ml of dichloromethane and a solution of boron tribromide in dichloromethane (0.96 ml, 0.96 mmol) was added dropwise at −10° C. The reaction mixture was stirred at −10° C. for 1 h and then at room temperature for 2 h. Water was added and the precipitated solid was filtered off with suction and dried. 0.077 g (71% of theory) of 6-chloro-1-ethyl-2-(...